This data is from the Open Reaction Database (ORD), a public repository of structured organic reaction records. The task is: describe an organic reaction: reactants, conditions, products, and yield Reactants: CCN(CC)C1CCCCC1N, CS(=O)(=O)Nc1ccc(C(=O)Cl)cc1, C1CCOC1. The product is CCN(CC)C1CCCCC1NC(=O)c1ccc(NS(C)(=O)=O)cc1, Cl. RXN SMILES: [CH2:15]([CH3:16])[N:17]([CH:18]1[CH:19]([NH2:24])[CH2:20][CH2:21][CH2:22][CH2:23]1)[CH2:25][CH3:26].[CH3:1][S:2](=[O:3])(=[O:4])[NH:5][c:6]1[cH:7][cH:8][c:9]([C:10](=[O:11])[Cl:12])[cH:13][cH:14]1.[O:27]1[CH2:28][CH2:29][CH2:30][CH2:31]1>>[CH3:1][S:2](=[O:3])(=[O:4])[NH:5][c:6]1[cH:7][cH:8][c:9]([C:10](=[O:11])[NH:24][CH:19]2[CH:18]([N:17]([CH2:15][CH3:16])[CH2:25][CH3:26])[CH2:23][CH2:22][CH2:21][CH2:20]2)[cH:13][cH:14]1.[ClH:12].